describe an organic reaction: reactants, conditions, products, and yield From a dataset of the Open Reaction Database (ORD), a public repository of structured organic reaction records. Starting materials: C(C1=CC=CC=C1)N1CC(CC2=CC=CC=C12)CO (1-benzyl-3(R,S)-hydroxymethyl-1,2,3,4-tetrahydroquinoline), C(C)(C)(C)[Si](Cl)(C)C (tert-butyldimethylchlorosilane), N1C=NC=C1 (imidazole). The solvent is C(Cl)Cl (methylene chloride). Yields the product C(C1=CC=CC=C1)N1CC(CC2=CC=CC=C12)CO[Si](C)(C)C(C)(C)C (1-Benzyl-3(R,S)-(tert-butyldimethylsilyloxymethyl)-1,2,3,4-tetrahydroquinoline). The yield is 95.1%. RXN SMILES: [CH2:1]([N:8]1[C:17]2[C:12](=[CH:13][CH:14]=[CH:15][CH:16]=2)[CH2:11][CH:10]([CH2:18][OH:19])[CH2:9]1)[C:2]1[CH:7]=[CH:6][CH:5]=[CH:4][CH:3]=1.[C:20]([Si:24]([CH3:27])([CH3:26])Cl)([CH3:23])([CH3:22])[CH3:21].N1C=CN=C1>C(Cl)Cl>[CH2:1]([N:8]1[C:17]2[C:12](=[CH:13][CH:14]=[CH:15][CH:16]=2)[CH2:11][CH:10]([CH2:18][O:19][Si:24]([C:20]([CH3:23])([CH3:22])[CH3:21])([CH3:27])[CH3:26])[CH2:9]1)[C:2]1[CH:3]=[CH:4][CH:5]=[CH:6][CH:7]=1. Procedure: 11.6 g of 1-benzyl-3(R,S)-hydroxymethyl-1,2,3,4-tetrahydroquinoline (Example 29e), 8.54 g of tert-butyldimethylchlorosilane and 4.05 g of imidazole are stirred in 120 ml of methylene chloride at room temperature for 20 h. The precipitate is then filtered off and the crude product obtained after concentration of the filtrate is purified over 900 g of silica gel (mobile phase Z). 16 g of the title compound are obtained as a yellowish oil: Rf (Z)=0.66. Reactants: [Ba+2], O=C([O-])O, COCCOC, O=C(Nc1ccc(Oc2ccc3nc(NC(=O)C4CC4)cn3c2)cc1)OCc1ccccc1, [Na+], [OH-], [OH-], O=C(O)CC(O)(CC(=O)O)C(=O)O. The product is Nc1ccc(Oc2ccc3nc(NC(=O)C4CC4)cn3c2)cc1. Reaction SMILES: [Ba+2:35].[C:50](=[O:51])([O-:52])[OH:53].[CH3:55][O:56][CH2:57][CH2:58][O:59][CH3:60].[CH:1]1([C:4](=[O:5])[NH:6][c:7]2[n:8][c:9]3[n:10]([cH:11][c:12]([O:15][c:16]4[cH:17][cH:18][c:19]([NH:22][C:23](=[O:24])[O:25][CH2:26][c:27]5[cH:28][cH:29][cH:30][cH:31][cH:32]5)[cH:20][cH:21]4)[cH:13][cH:14]3)[cH:33]2)[CH2:2][CH2:3]1.[Na+:54].[OH-:34].[OH-:36].[OH:37][C:38]([CH2:39][C:40]([C:41](=[O:42])[OH:43])([CH2:44][C:45](=[O:46])[OH:47])[OH:48])=[O:49]>>[CH:1]1([C:4](=[O:5])[NH:6][c:7]2[n:8][c:9]3[n:10]([cH:11][c:12]([O:15][c:16]4[cH:17][cH:18][c:19]([NH2:22])[cH:20][cH:21]4)[cH:13][cH:14]3)[cH:33]2)[CH2:2][CH2:3]1.